Dataset: the Open Reaction Database (ORD), a public repository of structured organic reaction records. Task: describe an organic reaction: reactants, conditions, products, and yield Reactants: ClC=1C(=C2C=C(CCN2C1C=1C=NC=CC1)Cl)C(=O)N (2,7-dichloro-3-pyridin-3-yl-5,6-dihydroindolizine-1-carboxamide), SCCC(=O)OC (methyl 3-mercaptopropionate), [H-].[Na+] (sodium hydride), Cl (hydrochloric acid). The solvent is CN(C=O)C (dimethylformamide), O (water), CN(C=O)C (dimethylformamide). Reaction conditions: temperature 68 celsius. Product: ClC=1C(=C2C=C(CCN2C1C=1C=NC=CC1)S)C(=O)N (2-chloro-3-pyridin-3-yl-7-mercapto-5,6-dihydroindolizine-1-carboxamide). Isolated yield 36.0%. As a reaction SMILES: [SH:1]CCC(OC)=O.[H-].[Na+].[Cl:10][C:11]1[C:12]([C:27]([NH2:29])=[O:28])=[C:13]2[N:18]([C:19]=1[C:20]1[CH:21]=[N:22][CH:23]=[CH:24][CH:25]=1)[CH2:17][CH2:16][C:15](Cl)=[CH:14]2.Cl>CN(C)C=O.O>[Cl:10][C:11]1[C:12]([C:27]([NH2:29])=[O:28])=[C:13]2[N:18]([C:19]=1[C:20]1[CH:21]=[N:22][CH:23]=[CH:24][CH:25]=1)[CH2:17][CH2:16][C:15]([SH:1])=[CH:14]2 |f:1.2|. Procedure: 2.4 g of methyl 3-mercaptopropionate are dissolved in 100 cm3 of dimethylformamide. 0.8 g of sodium hydride is added in small fractions, and then 3.08 g of 2,7-dichloro-3-pyridin-3-yl-5,6-dihydroindolizine-1-carboxamide in 80 cm3 of dimethylformamide are poured in. The mixture is heated at 68° C. for 2 hours 30 minutes, and then poured into 25 cm3 of hydrochloric acid (4 N). The mixture is concentrated to dryness under reduced pressure (1 kPa) at a temperature close to 60° C. The yellow residue ... The reactants are Nc1ccc(Cl)nn1, O=S(=O)(Cl)c1ccccc1-c1ccccc1, c1ccncc1. The product is O=S(=O)(Nc1ccc(Cl)nn1)c1ccccc1-c1ccccc1. Reaction SMILES: [NH2:17][c:18]1[n:19][n:20][c:21]([Cl:24])[cH:22][cH:23]1.[c:1]1(-[c:11]2[cH:12][cH:13][cH:14][cH:15][cH:16]2)[c:2]([S:7](=[O:8])(=[O:9])[Cl:10])[cH:3][cH:4][cH:5][cH:6]1.[cH:25]1[cH:26][cH:27][n:28][cH:29][cH:30]1>>[c:1]1(-[c:11]2[cH:12][cH:13][cH:14][cH:15][cH:16]2)[c:2]([S:7](=[O:8])(=[O:9])[NH:17][c:18]2[n:19][n:20][c:21]([Cl:24])[cH:22][cH:23]2)[cH:3][cH:4][cH:5][cH:6]1.